This data is from the Open Reaction Database (ORD), a public repository of structured organic reaction records. The task is: describe an organic reaction: reactants, conditions, products, and yield Reactants: ClC1=C2C(NC=N1)=NC=C2I (4-Chloro-5-iodopyrrolo[2,3-d]pyrimidine), C(C)(C)Br (isopropyl bromide), [H-].[Na+] (sodium hydride). Solvent: CN(C=O)C (N,N-dimethylformamide), CN(C=O)C (N,N-dimethylformamide). Reaction conditions: time 8 hour. Yields the product ClC=1C2=C(N=CN1)N(C=C2I)C(C)C (4-chloro-5-iodo-7-isopropylpyrrolo-[2,3-d]pyrimidine). Reaction SMILES: [Cl:1][C:2]1[N:7]=[CH:6][NH:5][C:4]2=[N:8][CH:9]=[C:10]([I:11])[C:3]=12.[H-].[Na+].[CH:14](Br)([CH3:16])[CH3:15]>CN(C)C=O>[Cl:1][C:2]1[C:3]2[C:10]([I:11])=[CH:9][N:8]([CH:14]([CH3:16])[CH3:15])[C:4]=2[N:5]=[CH:6][N:7]=1 |f:1.2|. Procedure details: 4-Chloro-5-iodopyrrolo[2,3-d]pyrimidine (10.0 g, see Example 17) was added in portions with stirring under nitrogen at 0° C. to a suspension of sodium hydride (1.6 g of a 60% dispersion in mineral oil) in N,N-dimethylformamide (250 ml). When the addition was complete the mixture was allowed to warm up to ambient temperature and when no more gas evolution was observed, a solution of isopropyl bromide (34.0 ml) in N,N-dimethylformamide (20 ml) was added dropwise. The mixture was stirred at ambient... Starting materials: ClC1=C(C=CC=C1)NC=1C(=CC2=C(N=CO2)C1F)C(=O)O (5-((2-chlorophenyl)amino)-4-fluorobenzo[d]oxazole-6-carboxylic acid), C1CC(=O)N(C1=O)Br (NBS). The solvent is CN(C)C=O (DMF). Run at time 4 hour. Product: BrC1=CC(=C(C=C1)NC=1C(=CC2=C(N=CO2)C1F)C(=O)O)Cl (5-((4-bromo-2-chlorophenyl)amino)-4-fluorobenzo[d]oxazole-6-carboxylic acid). Yield: 69.9%. RXN SMILES: [Cl:1][C:2]1[CH:7]=[CH:6][CH:5]=[CH:4][C:3]=1[NH:8][C:9]1[C:10]([C:19]([OH:21])=[O:20])=[CH:11][C:12]2[O:16][CH:15]=[N:14][C:13]=2[C:17]=1[F:18].C1C(=O)N([Br:29])C(=O)C1>CN(C=O)C>[Br:29][C:6]1[CH:5]=[CH:4][C:3]([NH:8][C:9]2[C:10]([C:19]([OH:21])=[O:20])=[CH:11][C:12]3[O:16][CH:15]=[N:14][C:13]=3[C:17]=2[F:18])=[C:2]([Cl:1])[CH:7]=1. Reported procedure: To a solution of 5-((2-chlorophenyl)amino)-4-fluorobenzo[d]oxazole-6-carboxylic acid (12.31 g, 40.14 mmol) in DMF (100 mL) was added NBS (7.86 g, 44.15 mmol). After stirring for 4 h at ambient temperature, the reaction was quenched by water and the precipitate was filtered. The crude product was purified by column chromatography on silica gel (CH2Cl2/MeOH, 50:1, v/v) and gave the desired product (pale brown solid, 10.82 g, 69.9% yield). 1H NMR (400 MHz, DMSO-d6): δ 11.08 (s, 1H), 9.42 (s, 1H), 8... Starting materials: Example 3-part ( d ), Cl.CNOC (N,O-Dimethylhydroxylamine hydrochloride), C(C1=CC=CC=C1)OC(C(CC(=O)O)NC(=O)OC(C)(C)C)=O (2-tert-Butoxycarbonylamino-succinic acid 1-benzyl ester). The product is C(C1=CC=CC=C1)OC(C(CC(=O)N(C)OC)NC(=O)OC(C)(C)C)=O (2-tert-Butoxycarbonylamino-N-methoxy-N-methyl succinamic acid benzyl ester). Reaction SMILES: Cl.[CH3:2][NH:3][O:4][CH3:5].[CH2:6]([O:13][C:14](=[O:28])[CH:15]([NH:20][C:21]([O:23][C:24]([CH3:27])([CH3:26])[CH3:25])=[O:22])[CH2:16][C:17]([OH:19])=O)[C:7]1[CH:12]=[CH:11][CH:10]=[CH:9][CH:8]=1>>[CH2:6]([O:13][C:14](=[O:28])[CH:15]([NH:20][C:21]([O:23][C:24]([CH3:27])([CH3:26])[CH3:25])=[O:22])[CH2:16][C:17]([N:3]([O:4][CH3:5])[CH3:2])=[O:19])[C:7]1[CH:8]=[CH:9][CH:10]=[CH:11][CH:12]=1 |f:0.1|. Procedure details: This compound was prepared by a method analogous to that of Example 3-part (d) from N,O-Dimethylhydroxylamine hydrochloride and 2-tert-Butoxycarbonylamino-succinic acid 1-benzyl ester. Reactants: C(C)OC(=O)C=1C(=C2C(=C(N1)Br)SN=C2C2=CC=C(C=C2)F)O (7-bromo-3-(4-fluoro-phenyl)-4-hydroxy-isothiazolo[5,4-c]pyridine-5-carboxylic acid ethyl ester), C1(=CC=CC=C1)B(O)O (phenylboronic acid). The product is C(C)OC(=O)C=1C(=C2C(=C(N1)C1=CC=CC=C1)SN=C2C2=CC=C(C=C2)F)O (3-(4-Fluoro-phenyl)-4-hydroxy-7-phenyl-isothiazolo[5,4-c]pyridine-5-carboxylic acid ethyl ester). RXN SMILES: [CH2:1]([O:3][C:4]([C:6]1[C:7]([OH:23])=[C:8]2[C:15]([C:16]3[CH:21]=[CH:20][C:19]([F:22])=[CH:18][CH:17]=3)=[N:14][S:13][C:9]2=[C:10](Br)[N:11]=1)=[O:5])[CH3:2].[C:24]1(B(O)O)[CH:29]=[CH:28][CH:27]=[CH:26][CH:25]=1>>[CH2:1]([O:3][C:4]([C:6]1[C:7]([OH:23])=[C:8]2[C:15]([C:16]3[CH:21]=[CH:20][C:19]([F:22])=[CH:18][CH:17]=3)=[N:14][S:13][C:9]2=[C:10]([C:24]2[CH:29]=[CH:28][CH:27]=[CH:26][CH:25]=2)[N:11]=1)=[O:5])[CH3:2]. Procedure details: The title compound was synthesized in analogy to Example 1 from 7-bromo-3-(4-fluoro-phenyl)-4-hydroxy-isothiazolo[5,4-c]pyridine-5-carboxylic acid ethyl ester and phenylboronic acid: MS (m/z) 395.2 (M+1). Starting materials: OCC=1C(=C2N(N=CC3=CC=CC=C23)C1C(C)C)C1=CC=CC=C1 (2-hydroxymethyl-3-isopropyl-1-phenylpyrrolo[2,1-a]phthalazine). The reagents and catalysts are [O-2].[O-2].[Mn+4] (manganese dioxide). Run in C(C)OCC (diethyl ether). Reaction conditions: time 24 hour. The product is C(C)(C)C1=C(C(=C2N1N=CC1=CC=CC=C21)C2=CC=CC=C2)C=O (3-isopropyl-1-phenylpyrrolo[2,1-a]phthalazine-2carboxaldehyde). Isolated yield 72.6%. As a reaction SMILES: [OH:1][CH2:2][C:3]1[C:4]([C:19]2[CH:24]=[CH:23][CH:22]=[CH:21][CH:20]=2)=[C:5]2[C:14]3[C:9](=[CH:10][CH:11]=[CH:12][CH:13]=3)[CH:8]=[N:7][N:6]2[C:15]=1[CH:16]([CH3:18])[CH3:17]>C(OCC)C.[O-2].[O-2].[Mn+4]>[CH:16]([C:15]1[N:6]2[N:7]=[CH:8][C:9]3[C:14]([C:5]2=[C:4]([C:19]2[CH:24]=[CH:23][CH:22]=[CH:21][CH:20]=2)[C:3]=1[CH:2]=[O:1])=[CH:13][CH:12]=[CH:11][CH:10]=3)([CH3:18])[CH3:17] |f:2.3.4|. Procedure: A mixture of 2-hydroxymethyl-3-isopropyl-1-phenylpyrrolo[2,1-a]phthalazine (1.22 g) and activated manganese dioxide (18 g) in diethyl ether (200 ml) was stirred at the ambient temperature under an atmosphere of argon for 24 hours. The suspension was then filtered and the solid was extracted with diethyl ether (3×50 ml). The extracts and filtrate were combined and evaporated, and the resulting residue was triturated with a mixture of petroleum ether (b.p. 40°-60° C.) and diethyl ether (8 ml; 3:1 ... As a reaction SMILES: [CH3:41][O:42][C:43]([CH:44]([NH:45][C:46]([c:47]1[c:48](-[c:55]2[cH:56][cH:57][cH:58][cH:59][cH:60]2)[cH:49][c:50]([CH2:53][OH:54])[cH:51][cH:52]1)=[O:61])[CH2:62][CH2:63][S:64][CH3:65])=[O:66].[NH:32]=[N+:33]=[N-:34].[O:20]=[C:21]([O:22][CH2:23][CH3:24])[N:25]=[N:26][C:27]([O:28][CH2:29][CH3:30])=[O:31].[O:67]1[CH2:68][CH2:69][CH2:70][CH2:71]1.[c:1]1([P:2]([c:3]2[cH:4][cH:5][cH:6][cH:7][cH:8]2)[c:9]2[cH:10][cH:11][cH:12][cH:13][cH:14]2)[cH:15][cH:16][cH:17][cH:18][cH:19]1.[cH:35]1[cH:36][cH:37][cH:38][cH:39][cH:40]1>>[N:32](=[N+:33]=[N-:34])[CH2:53][c:50]1[cH:49][c:48](-[c:55]2[cH:56][cH:57][cH:58][cH:59][cH:60]2)[c:47]([C:46]([NH:45][CH:44]([C:43]([O:42][CH3:41])=[O:66])[CH2:62][CH2:63][S:64][CH3:65])=[O:61])[cH:52][cH:51]1. Product: COC(=O)C(CCSC)NC(=O)c1ccc(CN=[N+]=[N-])cc1-c1ccccc1. Starting materials: COC(=O)C(CCSC)NC(=O)c1ccc(CO)cc1-c1ccccc1, [N-]=[N+]=N, CCOC(=O)N=NC(=O)OCC, C1CCOC1, c1ccc(P(c2ccccc2)c2ccccc2)cc1, c1ccccc1. Reactants: CC1=CCC(O1)=NN1C(NCC1)=O (1-(5-methylfurylideneamino)-2-oxo-imidazolidine), Cl[Si](C)(C)C (chlorotrimethylsilane), C(=O)(Cl)Cl (phosgene). Run in C(C)N(CC)CC (triethylamine). Yields the product ClC(=O)N1C(N(CC1)N=C1OC(=CC1)C)=O (1-chlorocarbonyl-2-oxo-3-(5-methylfurylideneamino)-imidazolidine). As a reaction SMILES: [CH3:1][C:2]1[O:6][C:5](=[N:7][N:8]2[CH2:12][CH2:11][NH:10][C:9]2=[O:13])[CH2:4][CH:3]=1.Cl[Si](C)(C)C.[C:19](Cl)([Cl:21])=[O:20]>C(N(CC)CC)C>[Cl:21][C:19]([N:10]1[CH2:11][CH2:12][N:8]([N:7]=[C:5]2[CH2:4][CH:3]=[C:2]([CH3:1])[O:6]2)[C:9]1=[O:13])=[O:20]. Procedure: 50.0 pts. by wt. of 1-(5-methylfurylideneamino)-2-oxo-imidazolidine, 84.3 pts. by wt. of triethylamine, 84.0 pts. by wt. of chlorotrimethylsilane and 51.4 pts. by wt. of phosgene are reacted as in Example 1.2. After recrystallisation from acetonitrile, 50.7 pts. by wt. of 1-chlorocarbonyl-2-oxo-3-(5-methylfurylideneamino)-imidazolidine of dec. pt. 180°-186° C. are obtained.